From a dataset of the Open Reaction Database (ORD), a public repository of structured organic reaction records. describe an organic reaction: reactants, conditions, products, and yield Yields the product CC(NCc1cc(Cl)cc(Cl)c1)C(O)c1ccc(O)c(NS(C)(=O)=O)c1. RXN SMILES: [BH3:34].[CH3:36][OH:37].[Cl:18][c:19]1[cH:20][c:21]([CH:22]=[O:23])[cH:24][c:25]([Cl:27])[cH:26]1.[NH2:1][CH:2]([CH:3]([OH:4])[c:5]1[cH:6][cH:7][c:8]([OH:16])[c:9]([NH:11][S:12](=[O:13])(=[O:14])[CH3:15])[cH:10]1)[CH3:17].[OH2:35].[n:28]1[cH:29][cH:30][cH:31][cH:32][cH:33]1>>[NH:1]([CH:2]([CH:3]([OH:4])[c:5]1[cH:6][cH:7][c:8]([OH:16])[c:9]([NH:11][S:12](=[O:13])(=[O:14])[CH3:15])[cH:10]1)[CH3:17])[CH2:22][c:21]1[cH:20][c:19]([Cl:18])[cH:26][c:25]([Cl:27])[cH:24]1. The reactants are B, CO, O=Cc1cc(Cl)cc(Cl)c1, CC(N)C(O)c1ccc(O)c(NS(C)(=O)=O)c1, O, c1ccncc1. Reactants: COC1=C(C=CC=C1)C1=NC2=CC=CC=C2C(N1)=O (2-(2′-Methoxyphenyl)-4-quinazolinone), NC1=C(C(=O)N)C=C(C(=C1)OC)OC (2-Amino-4,5-dimethoxybenzamide), COC=1C=C(C=O)C=CC1 (3-methoxybenzaldehyde). The product is COC=1C=C(C=CC1)C1=NC2=CC(=C(C=C2C(N1)=O)OC)OC (2-(3′-Methoxyphenyl)-6,7-dimethoxy-4-quinazolinone). Yield: 31.4%. Reaction SMILES: COC1C=CC=CC=1C1NC(=O)C2C(=CC=CC=2)N=1.[NH2:20][C:21]1[CH:29]=[C:28]([O:30][CH3:31])[C:27]([O:32][CH3:33])=[CH:26][C:22]=1[C:23]([NH2:25])=[O:24].[CH3:34][O:35][C:36]1[CH:37]=[C:38]([CH:41]=[CH:42][CH:43]=1)[CH:39]=O>>[CH3:34][O:35][C:36]1[CH:37]=[C:38]([C:39]2[NH:25][C:23](=[O:24])[C:22]3[C:21](=[CH:29][C:28]([O:30][CH3:31])=[C:27]([O:32][CH3:33])[CH:26]=3)[N:20]=2)[CH:41]=[CH:42][CH:43]=1. Procedure: According to the preparation of 42, 11 (1.0 g, 5.1 mmol) and 3-methoxybenzaldehyde (34) (0.7 g, 5.1 mmol) were used to afford 53 (0.5 g, 30.8%) as pale yellow prism crystals. The reactants are C(C)(=O)C=1C=C(C=CC1)B(O)O (3-acetylphenyl boronic acid), BrC=1C=C2CCC(C2=CC1)=O (5-bromo-1-indanone). Product: C(C)(=O)C=1C=C(C=CC1)C=1C=C2CCC(C2=CC1)=O (5-(3-acetylphenyl)indan-1-one). As a reaction SMILES: [C:1]([C:4]1[CH:5]=[C:6](B(O)O)[CH:7]=[CH:8][CH:9]=1)(=[O:3])[CH3:2].Br[C:14]1[CH:15]=[C:16]2[C:20](=[CH:21][CH:22]=1)[C:19](=[O:23])[CH2:18][CH2:17]2>>[C:1]([C:4]1[CH:5]=[C:6]([C:14]2[CH:15]=[C:16]3[C:20](=[CH:21][CH:22]=2)[C:19](=[O:23])[CH2:18][CH2:17]3)[CH:7]=[CH:8][CH:9]=1)(=[O:3])[CH3:2]. Procedure details: The title compound was prepared from 3-acetylphenyl boronic acid and 5-bromo-1-indanone according to the coupling procedure as described in example 6. MS (ESI) m/z 251; HRMS: calcd for C17H14O2+H+, 251.10666; found (ESI, [M+H]+), 251.1077. Reactants: ClC1=C(C=C(CO)C=C1)C(F)(F)F (4-chloro-3-(trifluoromethyl)-benzylalcohol), FC1=C(C#N)C=C(C(=C1)F)F (2,4,5-trifluorobenzonitrile), C([O-])([O-])=O.[K+].[K+] (potassium carbonate). Run in CS(=O)C (DMSO). Run at time 18 hour. Product: FC1=C(C#N)C=C(C(=C1)OCC1=CC(=C(C=C1)Cl)C(F)(F)F)F (2,5-Difluoro-4-[4-chloro-3-(trifluoromethyl)phenylmethoxy]-benzonitrile). Isolated yield 96.6%. RXN SMILES: [Cl:1][C:2]1[CH:9]=[CH:8][C:5]([CH2:6][OH:7])=[CH:4][C:3]=1[C:10]([F:13])([F:12])[F:11].[F:14][C:15]1[CH:22]=[C:21](F)[C:20]([F:24])=[CH:19][C:16]=1[C:17]#[N:18].C(=O)([O-])[O-].[K+].[K+]>CS(C)=O>[F:14][C:15]1[CH:22]=[C:21]([O:7][CH2:6][C:5]2[CH:8]=[CH:9][C:2]([Cl:1])=[C:3]([C:10]([F:11])([F:12])[F:13])[CH:4]=2)[C:20]([F:24])=[CH:19][C:16]=1[C:17]#[N:18] |f:2.3.4|. Procedure details: To a solution of 4-chloro-3-(trifluoromethyl)-benzylalcohol (0.27 g, 1.28 mmol) and 2,4,5-trifluorobenzonitrile (0.2 g, 1.28 mmol) in DMSO (5 mL) was added potassium carbonate (0.33 g, 0.25 mmol). The resulting mixture was stirred at room temperature for 18 hours. The reaction mixture was partitioned between water (15 mL) and EtOAc (20 mL). The organic layer was separated, dried over magnesium sulphate, filtered and evaporated to yield the title compound (0.43 g, 97%). The product is COc1cc(OC(=O)N(C)CCN(C)C)ccc1-c1ccc2c(c1COc1cc(F)ccc1C)C(C)=CC(C)(C)N2. As a reaction SMILES: [C:33](=[O:34])([n:35]1[cH:36][cH:37][n:38][cH:39]1)[n:40]1[cH:41][cH:42][n:43][cH:44]1.[CH3:45][N:46]([CH2:47][CH2:48][NH:49][CH3:50])[CH3:51].[CH3:52][N:53]([CH3:54])[c:55]1[cH:56][cH:57][n:58][cH:59][cH:60]1.[F:1][c:2]1[cH:3][cH:4][c:5]([CH3:32])[c:6]([O:7][CH2:8][c:9]2[c:10]3[c:15]([cH:16][cH:17][c:18]2-[c:19]2[c:20]([O:26][CH3:27])[cH:21][c:22]([OH:25])[cH:23][cH:24]2)[NH:14][C:13]([CH3:28])([CH3:29])[CH:12]=[C:11]3[CH3:30])[cH:31]1.[O:61]1[CH2:62][CH2:63][CH2:64][CH2:65]1>>[F:1][c:2]1[cH:3][cH:4][c:5]([CH3:32])[c:6]([O:7][CH2:8][c:9]2[c:10]3[c:15]([cH:16][cH:17][c:18]2-[c:19]2[c:20]([O:26][CH3:27])[cH:21][c:22]([O:25][C:33](=[O:34])[N:49]([CH2:48][CH2:47][N:46]([CH3:45])[CH3:51])[CH3:50])[cH:23][cH:24]2)[NH:14][C:13]([CH3:28])([CH3:29])[CH:12]=[C:11]3[CH3:30])[cH:31]1. Reactants: O=C(n1ccnc1)n1ccnc1, CNCCN(C)C, CN(C)c1ccncc1, COc1cc(O)ccc1-c1ccc2c(c1COc1cc(F)ccc1C)C(C)=CC(C)(C)N2, C1CCOC1. The reactants are FC1=C(C(=C(C(=C1C=O)F)F)F)F (pentafluorobenzaldehyde), C(CC(=O)OCC)(=O)OCC (diethyl malonate), III. Product: FC1=C(C(=C(C(=C1CC(C(=O)OCC)C(=O)OCC)F)F)F)F (diethyl pentafluorobenzylmalonate). Yield: 67.2%. Reaction SMILES: [F:1][C:2]1[C:7]([CH:8]=O)=[C:6]([F:10])[C:5]([F:11])=[C:4]([F:12])[C:3]=1[F:13].[C:14]([O:22][CH2:23][CH3:24])(=[O:21])[CH2:15][C:16]([O:18][CH2:19][CH3:20])=[O:17]>>[F:1][C:2]1[C:7]([CH2:8][CH:15]([C:16]([O:18][CH2:19][CH3:20])=[O:17])[C:14]([O:22][CH2:23][CH3:24])=[O:21])=[C:6]([F:10])[C:5]([F:11])=[C:4]([F:12])[C:3]=1[F:13]. Procedure details: 9 g of pentafluorobenzaldehyde are condensed on 7 g of diethyl malonate in accordance with the process described in Organic Synthesis vol. III, page 377. 10 g (69%) of diethyl pentafluorobenzylmalonate are obtained which is hydrogenated at ordinary pressure in the presence of palladium on charcoal into diethyl pentafluorobenzylmalonate (92%). Starting materials: FC=1C(=C2C(C(=CN(C2=C(C1F)F)C=C)C(=O)OCC)=O)C (ethyl 6,7,8-trifluoro-1,4-dihydro-5-methyl-4-oxo-1-vinyl-3-quinolinecarboxylate), N1CCNCC1 (piperazine), C(C)#N (acetonitrile). Run at temperature 80 celsius. The product is FC=1C(=C2C(C(=CN(C2=C(C1N1CCNCC1)F)C=C)C(=O)O)=O)C (6,8-Difluoro-1,4-dihydro-5-methyl-4-oxo-7-(1-piperazinyl)-1-vinyl-3-quinolinecarboxylic acid). Yield: 50.9%. As a reaction SMILES: [F:1][C:2]1[C:3]([CH3:22])=[C:4]2[C:9](=[C:10]([F:13])[C:11]=1F)[N:8]([CH:14]=[CH2:15])[CH:7]=[C:6]([C:16]([O:18]CC)=[O:17])[C:5]2=[O:21].[NH:23]1[CH2:28][CH2:27][NH:26][CH2:25][CH2:24]1.C(#N)C>>[F:1][C:2]1[C:3]([CH3:22])=[C:4]2[C:9](=[C:10]([F:13])[C:11]=1[N:23]1[CH2:28][CH2:27][NH:26][CH2:25][CH2:24]1)[N:8]([CH:14]=[CH2:15])[CH:7]=[C:6]([C:16]([OH:18])=[O:17])[C:5]2=[O:21]. Reported procedure: A solution of 0.69 g (1.80 mmol) of ethyl 6,7,8-trifluoro-1,4-dihydro-5-methyl-4-oxo-1-vinyl-3-quinolinecarboxylate, 0.62 g (7.2 mmol) of anhydrous piperazine, and 20 mmol of acetonitrile was refluxed for 18 hours, cooled, and concentrated. The residue was suspended in 25 mL of 1N sodium hydroxide and heated at 80° C. for 90 minutes. The clear yellow solution was cooled to room temperature, filtered, and neutralized (pH 6.8) with 6N hydrochloric acid. The solids were filtered, washed with water ...